describe an organic reaction: reactants, conditions, products, and yield From a dataset of the Open Reaction Database (ORD), a public repository of structured organic reaction records. The reactants are CCOC(=O)c1cc(-c2ccc(C(C)(C)C)cc2)on1, [NH4+], [OH-], O. Product: CC(C)(C)c1ccc(-c2cc(C(N)=O)no2)cc1. Reaction SMILES: [C:1]([CH3:2])([CH3:3])([CH3:4])[c:5]1[cH:6][cH:7][c:8](-[c:11]2[cH:12][c:13]([C:16]([O:18][CH2:17][CH3:19])=[O:20])[n:14][o:15]2)[cH:9][cH:10]1.[NH4+:21].[OH-:22].[OH2:23]>>[C:1]([CH3:2])([CH3:3])([CH3:4])[c:5]1[cH:6][cH:7][c:8](-[c:11]2[cH:12][c:13]([C:16](=[O:18])[NH2:21])[n:14][o:15]2)[cH:9][cH:10]1. Reactants: N1(CCCC1)C1(COC1)C#N (3-Pyrrolidin-1-yl-oxetane-3-carbonitrile), C1(CCC1)=O (cyclobutanone), Cl.CNC (dimethylamine hydrochloride). Yields the product CN(C1(CCC1)C#N)C (1-Dimethylamino-cyclobutanecarbonitrile). Reaction SMILES: [N:1]1([C:6]2([C:10]#[N:11])[CH2:9]O[CH2:7]2)[CH2:5]CC[CH2:2]1.[C:12]1(=O)CCC1.Cl.CNC>>[CH3:5][N:1]([CH3:2])[C:6]1([C:10]#[N:11])[CH2:7][CH2:12][CH2:9]1 |f:2.3|. Procedure details: The title compound, colorless liquid, MS: m/e=125.1 [(M+H)+], was prepared in accordance with the general method of intermediate A from cyclobutanone and dimethylamine hydrochloride. The reactants are C1COCCO1, COc1ccc(-c2cn(C(C)C)c3ncnc(Cl)c23)cc1, N. Yields the product COc1ccc(-c2cn(C(C)C)c3ncnc(N)c23)cc1. RXN SMILES: [CH2:23]1[O:24][CH2:25][CH2:26][O:27][CH2:28]1.[Cl:1][c:2]1[c:3]2[c:4]([n:5][cH:6][n:7]1)[n:8]([CH:19]([CH3:20])[CH3:21])[cH:9][c:10]2-[c:11]1[cH:12][cH:13][c:14]([O:17][CH3:18])[cH:15][cH:16]1.[NH3:22]>>[c:2]1([NH2:22])[c:3]2[c:4]([n:5][cH:6][n:7]1)[n:8]([CH:19]([CH3:20])[CH3:21])[cH:9][c:10]2-[c:11]1[cH:12][cH:13][c:14]([O:17][CH3:18])[cH:15][cH:16]1. As a reaction SMILES: [Cl:1][C:2]1[CH:3]=[C:4]([NH2:11])[C:5](=[CH:9][CH:10]=1)[C:6]([OH:8])=O.O1CCCC1.[N:17]1[CH:22]=[CH:21][CH:20]=[C:19]([CH2:23][CH2:24][CH2:25][CH2:26][NH2:27])[CH:18]=1>O>[ClH:1].[ClH:1].[NH2:11][C:4]1[CH:3]=[C:2]([Cl:1])[CH:10]=[CH:9][C:5]=1[C:6]([NH:27][CH2:26][CH2:25][CH2:24][CH2:23][C:19]1[CH:18]=[N:17][CH:22]=[CH:21][CH:20]=1)=[O:8] |f:4.5.6|. The reactants are ClC=1C=C(C(C(=O)O)=CC1)N (4-chloroanthranilic acid), N,N'-carbonyldiimidazole, O1CCCC1 (tetrahydrofuran), N1=CC(=CC=C1)CCCCN (4-(3-pyridinyl)butylamine). Reported procedure: A mixture of 1.72 g of 4-chloroanthranilic acid, 1.62 g of N,N'-carbonyldiimidazole and 25 ml of tetrahydrofuran was stirred for 3 hours at 5°-25° C. and 1.50 g of 4-(3-pyridinyl)butylamine was added. The mixture was stirred overnight at room temperature, heated at reflux temperature for 1 hour and then with 10 ml of water for 30 minutes. The reaction mixture was concentrated and 100 ml of methylene chloride and 5 ml of 1N sodium hydroxide were added. The layers were separated and the organic la... Run in O (water). Yields the product Cl.Cl.NC1=C(C(=O)NCCCCC=2C=NC=CC2)C=CC(=C1)Cl (2-Amino-4-Chloro-N-[4-(3-pyridinyl)butyl]benzamide dihydrochloride). Run at time 3 hour. Reactants: N#Cc1cc(F)cc(Br)c1, CC(O)COC(C)(C)C, C[Si](C)(C)[N-][Si](C)(C)C, [Na+], CN(C)C=O, O. The product is CC(COC(C)(C)C)Oc1cc(Br)cc(C#N)c1. RXN SMILES: [Br:21][c:22]1[cH:23][c:24]([C:25]#[N:26])[cH:27][c:28]([F:30])[cH:29]1.[C:11]([CH3:12])([CH3:13])([CH3:14])[O:15][CH2:16][CH:17]([CH3:18])[OH:19].[CH3:1][Si:2]([N-:3][Si:4]([CH3:5])([CH3:6])[CH3:7])([CH3:8])[CH3:9].[Na+:10].[O:31]=[CH:32][N:33]([CH3:34])[CH3:35].[OH2:20]>>[C:11]([CH3:12])([CH3:13])([CH3:14])[O:15][CH2:16][CH:17]([CH3:18])[O:19][c:28]1[cH:27][c:24]([C:25]#[N:26])[cH:23][c:22]([Br:21])[cH:29]1. Starting materials: ClC1=C(C(=CC=C1)Cl)C1=CC2=C(N=C(N=C2)SC)N(C1=O)C (6-(2,6-Dichlorophenyl)-8-methyl-2-methylsulfanyl-8H-pyrido[2,3-d]pyrimidin-7-one), NCC=1C=NC=CC1 (3-(aminomethyl)-pyridine). Product: ClC1=C(C(=CC=C1)Cl)C1=CC2=C(N=C(N=C2)NCC=2C=NC=CC2)N(C1=O)C (6-(2,6-Dichlorophenyl)-8-methyl-2-[(pyridin-3-ylmethyl)-amino]-8H-pyrido[2,3-d]pyrimidin-7-one). Reaction SMILES: [Cl:1][C:2]1[CH:7]=[CH:6][CH:5]=[C:4]([Cl:8])[C:3]=1[C:9]1[C:20](=[O:21])[N:19]([CH3:22])[C:12]2[N:13]=[C:14](SC)[N:15]=[CH:16][C:11]=2[CH:10]=1.[NH2:23][CH2:24][C:25]1[CH:26]=[N:27][CH:28]=[CH:29][CH:30]=1>>[Cl:1][C:2]1[CH:7]=[CH:6][CH:5]=[C:4]([Cl:8])[C:3]=1[C:9]1[C:20](=[O:21])[N:19]([CH3:22])[C:12]2[N:13]=[C:14]([NH:23][CH2:24][C:25]3[CH:26]=[N:27][CH:28]=[CH:29][CH:30]=3)[N:15]=[CH:16][C:11]=2[CH:10]=1. Reported procedure: This compound was prepared by a procedure similar to that described in Example 49 starting with 0.165 g (0.47 mmol) of 6-(2,6-dichlorophenyl)-8-methyl-2-methylsulfanyl-8H-pyrido[2,3-d]pyrimidin-7-one of Example 37 and 1.08 g (10.0 mmol) of 3-(aminomethyl)-pyridine yielding 0.053 g of pure product; mp 224°-226° C.